Dataset: the Open Reaction Database (ORD), a public repository of structured organic reaction records. Task: describe an organic reaction: reactants, conditions, products, and yield The reactants are Cl.CO (HCl MeOH), C(C1=CC=CC=C1)N1CC(CC1)NC1=CC=C(C=N1)/C=C/C(=O)NOC1OCCCC1 ((2E)-3-{6-[(1-benzyl-3-pyrrolidinyl)amino]-3-pyridyl}-N-(tetrahydro-2H-pyran-2-yloxy)acrylamide). The solvent is CO (MeOH). Reaction conditions: temperature 20 celsius, time 2 hour. Product: Cl.Cl.C(C1=CC=CC=C1)N1CC(CC1)NC1=CC=C(C=N1)/C=C/C(=O)NO ((2E)-3-{6-[(1-benzyl-3-pyrrolidinyl)amino]-3-pyridyl}-N-hydroxyacrylamide dihydrochloride). Reaction SMILES: [ClH:1].CO.[CH2:4]([N:11]1[CH2:15][CH2:14][CH:13]([NH:16][C:17]2[N:22]=[CH:21][C:20](/[CH:23]=[CH:24]/[C:25]([NH:27][O:28]C3CCCCO3)=[O:26])=[CH:19][CH:18]=2)[CH2:12]1)[C:5]1[CH:10]=[CH:9][CH:8]=[CH:7][CH:6]=1>CO>[ClH:1].[ClH:1].[CH2:4]([N:11]1[CH2:15][CH2:14][CH:13]([NH:16][C:17]2[N:22]=[CH:21][C:20](/[CH:23]=[CH:24]/[C:25]([NH:27][OH:28])=[O:26])=[CH:19][CH:18]=2)[CH2:12]1)[C:5]1[CH:6]=[CH:7][CH:8]=[CH:9][CH:10]=1 |f:0.1,4.5.6|. Reported procedure: A solution of 10% HCl-MeOH solution (0.75 ml) was added to a mixture of (2E)-3-{6-[(1-benzyl-3-pyrrolidinyl)amino]-3-pyridyl}-N-(tetrahydro-2H-pyran-2-yloxy)acrylamide (170 mg) in MeOH 3 ml) and stirred at 15-25° C. for 2 hours. The reaction mixture was evaporated in vacuo and the residue was triturated with small amount MeOH and acetone and the precipitate was collected by filtration to give (2E)-3-{6-[(1-benzyl-3-pyrrolidinyl)amino]-3-pyridyl}-N-hydroxyacrylamide dihydrochloride (107 mg)